This data is from the Open Reaction Database (ORD), a public repository of structured organic reaction records. The task is: describe an organic reaction: reactants, conditions, products, and yield Reported procedure: To a 0° C. solution of Example 127 (47.0 mg, 0.14 mmol) in methanol (3 mL) was added a solution of sodium borohydride (6.0 mg, 0.15 mmol) in methanol (3 mL). The reaction mixture was stirred at 0° C. for 30 minutes and then warmed to reflux for 1 hour. The reaction mixture was then cooled, quenched with aqueous 1 M aqueous HCl, neutralized with saturated aqueous NaHCO3 and extracted with ethyl acetate. The organic extract was dried over anhydrous Na2SO4, filtered and concentrated under reduced p... RXN SMILES: [CH:1]([C:3]1[N:4]([CH2:21][CH2:22][O:23][CH3:24])/[C:5](=[N:9]/[C:10]([C:12]23[CH2:19][CH:18]4[CH2:20][CH:14]([CH2:15][CH:16]2[CH2:17]4)[CH2:13]3)=[O:11])/[S:6][C:7]=1[CH3:8])=[O:2].[BH4-].[Na+]>CO>[OH:2][CH2:1][C:3]1[N:4]([CH2:21][CH2:22][O:23][CH3:24])/[C:5](=[N:9]/[C:10]([C:12]23[CH2:19][CH:18]4[CH2:20][CH:14]([CH2:15][CH:16]2[CH2:17]4)[CH2:13]3)=[O:11])/[S:6][C:7]=1[CH3:8] |f:1.2|. Product: OCC=1N(/C(/SC1C)=N/C(=O)C12CC3CC2CC(C1)C3)CCOC (N-[(2Z)-4-(hydroxymethyl)-3-(2-methoxyethyl)-5-methyl-1,3-thiazol-2(3H)-ylidene]hexahydro-2,5-methanopentalene-3a(1H)-carboxamide). The solvent is CO (methanol), CO (methanol). Reaction conditions: temperature 0 celsius, time 30 minute. The reactants are C(=O)C=1N(/C(/SC1C)=N/C(=O)C12CC3CC2CC(C1)C3)CCOC (N-[(2Z)-4-formyl-3-(2-methoxyethyl)-5-methyl-1,3-thiazol-2(3H)-ylidene]hexahydro-2,5-methanopentalene-3a(1H)-carboxamide), [BH4-].[Na+] (sodium borohydride).